This data is from the Open Reaction Database (ORD), a public repository of structured organic reaction records. The task is: describe an organic reaction: reactants, conditions, products, and yield Reactants: COC(=O)CCc1ccc(O)c(Br)c1, ClC(Cl)Cl, [Na+], O=C([O-])O, O=S(=O)(Cl)Cl. Yields the product COC(=O)CCc1cc(Cl)c(O)c(Br)c1. RXN SMILES: [Br:1][c:2]1[cH:3][c:4]([CH2:9][CH2:10][C:11](=[O:12])[O:13][CH3:14])[cH:5][cH:6][c:7]1[OH:8].[CH:25]([Cl:26])([Cl:27])[Cl:28].[Na+:20].[OH:21][C:22](=[O:23])[O-:24].[S:15]([Cl:16])(=[O:17])([Cl:18])=[O:19]>>[Br:1][c:2]1[cH:3][c:4]([CH2:9][CH2:10][C:11](=[O:12])[O:13][CH3:14])[cH:5][c:6]([Cl:18])[c:7]1[OH:8]. Starting materials: CC(=O)Oc1c(C)cc(O)c(C)c1C, CCCCO, CCCCNCCCC, CC(=O)O, Cc1ccccc1. Yields the product CCCCOCc1c(C)c(OC(C)=O)c(C)c(C)c1O. As a reaction SMILES: [C:1]([CH3:2])(=[O:3])[O:4][c:5]1[c:6]([CH3:14])[c:7]([CH3:13])[c:8]([OH:12])[cH:9][c:10]1[CH3:11].[CH2:15]([CH2:16][CH2:17][CH3:18])[OH:19].[CH2:20]([NH:21][CH2:22][CH2:23][CH2:24][CH3:25])[CH2:26][CH2:27][CH3:28].[CH3:29][C:30](=[O:31])[OH:32].[CH3:33][c:34]1[cH:35][cH:36][cH:37][cH:38][cH:39]1>>[C:1]([CH3:2])(=[O:3])[O:4][c:5]1[c:6]([CH3:14])[c:7]([CH3:13])[c:8]([OH:12])[c:9]([CH2:20][O:19][CH2:15][CH2:16][CH2:17][CH3:18])[c:10]1[CH3:11]. The reactants are ice water, C(C)OC(C1=CN=C(C=C1NC1=C(C=C(C=C1)CC)F)Cl)=O (6-Chloro-4-(4-ethyl-2-fluoro-phenylamino)-nicotinic acid ethyl ester), S(=O)(=O)(OC)OC (Dimethyl sulfate). The solvent is C(Cl)(Cl)Cl (CHCl3). Yields the product C(C)OC(=O)C1=CN(C(C=C1NC1=C(C=C(C=C1)CC)F)=O)C (4-(4-Ethyl-2-fluoro-phenylamino)-1-methyl-6-oxo-1,6-dihydro-pyridine-3-carboxylic acid ethyl ester). The yield is 44.9%. As a reaction SMILES: [CH2:1]([O:3][C:4](=[O:22])[C:5]1[C:10]([NH:11][C:12]2[CH:17]=[CH:16][C:15]([CH2:18][CH3:19])=[CH:14][C:13]=2[F:20])=[CH:9][C:8](Cl)=[N:7][CH:6]=1)[CH3:2].S([O:28][CH3:29])(OC)(=O)=O>C(Cl)(Cl)Cl>[CH2:1]([O:3][C:4]([C:5]1[C:10]([NH:11][C:12]2[CH:17]=[CH:16][C:15]([CH2:18][CH3:19])=[CH:14][C:13]=2[F:20])=[CH:9][C:29](=[O:28])[N:7]([CH3:8])[CH:6]=1)=[O:22])[CH3:2]. Reported procedure: 6-Chloro-4-(4-ethyl-2-fluoro-phenylamino)-nicotinic acid ethyl ester (23.0 g, 72.0 mmol) was dissolved in CHCl3 (200 mL) and the solution cooled (ice/water). Dimethyl sulfate (42.0 mL, 432.0 mmol) was added, the solution allowed to warm to room temperature then heated at reflux for 20 hours as in Example 1, alternate Step B to give 4-(4-Ethyl-2-fluoro-phenylamino)-1-methyl-6-oxo-1,6-dihydro-pyridine-3-carboxylic acid ethyl ester as a white solid (10.30 g, 45%). 1H NMR [(CDCl3, 400 MHz] δ 9.17 (s...